From a dataset of the Open Reaction Database (ORD), a public repository of structured organic reaction records. describe an organic reaction: reactants, conditions, products, and yield The reactants are N1=C(C=CC=C1)CC1(C(N(C2=CC=CC=C12)C1=CC=CC=C1)=O)CC1=NC=CC=C1 (3,3-Bis(2-pyridylmethyl)-1-phenylindolin-2-one), C1(=C(C(=C(C(=C1F)F)F)N)F)N.Cl.Cl (dihydrochloride), Cl (hydrochloric acid). Run in C(Cl)Cl (methylene chloride), C(C)O (ethanol). Reaction conditions: time 6 hour. Product: Cl.Cl.N1=C(C=CC=C1)CC1(C(N(C2=CC=CC=C12)C1=CC=CC=C1)=O)CC1=NC=CC=C1 (3,3-Bis(2-pyridylmethyl)-1-phenylindolin-2-one dihydrochloride). RXN SMILES: [N:1]1[CH:6]=[CH:5][CH:4]=[CH:3][C:2]=1[CH2:7][C:8]1([CH2:24][C:25]2[CH:30]=[CH:29][CH:28]=[CH:27][N:26]=2)[C:16]2[C:11](=[CH:12][CH:13]=[CH:14][CH:15]=2)[N:10]([C:17]2[CH:22]=[CH:21][CH:20]=[CH:19][CH:18]=2)[C:9]1=[O:23].C1(N)C(F)=C(F)C(F)=C(N)C=1F.[ClH:43].Cl.Cl>C(Cl)Cl.C(O)C>[ClH:43].[ClH:43].[N:1]1[CH:6]=[CH:5][CH:4]=[CH:3][C:2]=1[CH2:7][C:8]1([CH2:24][C:25]2[CH:30]=[CH:29][CH:28]=[CH:27][N:26]=2)[C:16]2[C:11](=[CH:12][CH:13]=[CH:14][CH:15]=2)[N:10]([C:17]2[CH:22]=[CH:21][CH:20]=[CH:19][CH:18]=2)[C:9]1=[O:23] |f:1.2.3,7.8.9|. Procedure details: 8.2 g of 3,3-Bis(2-pyridylmethyl)-1-phenylindolin-2-one was converted to the dihydrochloride salt by dissolving it in 25 ml methylene chloride and adding 25 ml of 25% hydrochloric acid in ethanol. The solution was evaporated and the glassy residue was dissolved in 75 ml boiling acetone. Cooling to room temperature and trituration started crystallization. After sitting at room temperature for 6 hours, the mixture was kept at 0° overnight. The product was then filtered, washed with cold acetone an...